Dataset: the Open Reaction Database (ORD), a public repository of structured organic reaction records. Task: describe an organic reaction: reactants, conditions, products, and yield Reactants: CC(=O)OC1CN(C(=O)OC(C)(C)C)CC1CNC(=O)c1ccc(Cl)s1, CO, N. Product: CC(C)(C)OC(=O)N1CC(O)C(CNC(=O)c2ccc(Cl)s2)C1. Reaction SMILES: [C:1]([CH3:2])([CH3:3])([CH3:4])[O:5][C:6](=[O:7])[N:8]1[CH2:9][CH:10]([O:23][C:24](=[O:25])[CH3:26])[CH:11]([CH2:13][NH:14][C:15](=[O:16])[c:17]2[s:18][c:19]([Cl:22])[cH:20][cH:21]2)[CH2:12]1.[CH3:28][OH:29].[NH3:27]>>[C:1]([CH3:2])([CH3:3])([CH3:4])[O:5][C:6](=[O:7])[N:8]1[CH2:9][CH:10]([OH:23])[CH:11]([CH2:13][NH:14][C:15](=[O:16])[c:17]2[s:18][c:19]([Cl:22])[cH:20][cH:21]2)[CH2:12]1. The reactants are CCOC(=O)COc1ccc(Sc2ccc(COc3ccc(C(F)(F)F)cc3)cc2)cc1C, C1CCOC1, CO, CCOC(C)=O, Cl, [Na+], [OH-]. Yields the product Cc1cc(Sc2ccc(COc3ccc(C(F)(F)F)cc3)cc2)ccc1OCC(=O)O. As a reaction SMILES: [CH2:1]([CH3:2])[O:3][C:4]([CH2:5][O:6][c:7]1[c:8]([CH3:32])[cH:9][c:10]([S:13][c:14]2[cH:15][cH:16][c:17]([CH2:20][O:21][c:22]3[cH:23][cH:24][c:25]([C:28]([F:29])([F:30])[F:31])[cH:26][cH:27]3)[cH:18][cH:19]2)[cH:11][cH:12]1)=[O:33].[CH2:34]1[O:35][CH2:36][CH2:37][CH2:38]1.[CH3:39][OH:40].[CH3:43][CH2:44][O:45][C:46]([CH3:47])=[O:48].[ClH:49].[Na+:42].[OH-:41]>>[O:3]=[C:4]([CH2:5][O:6][c:7]1[c:8]([CH3:32])[cH:9][c:10]([S:13][c:14]2[cH:15][cH:16][c:17]([CH2:20][O:21][c:22]3[cH:23][cH:24][c:25]([C:28]([F:29])([F:30])[F:31])[cH:26][cH:27]3)[cH:18][cH:19]2)[cH:11][cH:12]1)[OH:33]. Procedure: The title compound was prepared in analogy to example 90, from [4-(2-chloro-phenyl)-pyridin-3-yl]-oxazol-2-ylmethyl-amine and 3-(methylsulfonyl)-5-(trifluoromethyl)benzoic acid (example 114, intermediate a) after a reaction time of 21 hours at room temperature. The compound was purified by silica gel chromatography on a 20 g column using an MPLC system (CombiFlash Companion, Isco Inc.) eluting with a gradient of n-heptane:EtOAc (100:0 to 0:100). The product was purified by preparative HPLC (Gemi... The product is ClC1=C(C=CC=C1)C1=C(C=NC=C1)N(C(C1=CC(=CC(=C1)C(F)(F)F)S(=O)(=O)C)=O)CC=1OC=CN1 (N-[4-(2-Chloro-phenyl)-pyridin-3-yl]-3-methanesulfonyl-N-oxazol-2-ylmethyl-5-trifluoromethyl-benzamide). Reactants: ClC1=C(C=CC=C1)C1=C(C=NC=C1)NCC=1OC=CN1 ([4-(2-chloro-phenyl)-pyridin-3-yl]-oxazol-2-ylmethyl-amine), CS(=O)(=O)C=1C=C(C(=O)O)C=C(C1)C(F)(F)F (3-(methylsulfonyl)-5-(trifluoromethyl)benzoic acid). As a reaction SMILES: [Cl:1][C:2]1[CH:7]=[CH:6][CH:5]=[CH:4][C:3]=1[C:8]1[CH:13]=[CH:12][N:11]=[CH:10][C:9]=1[NH:14][CH2:15][C:16]1[O:17][CH:18]=[CH:19][N:20]=1.[CH3:21][S:22]([C:25]1[CH:26]=[C:27]([CH:31]=[C:32]([C:34]([F:37])([F:36])[F:35])[CH:33]=1)[C:28](O)=[O:29])(=[O:24])=[O:23]>>[Cl:1][C:2]1[CH:7]=[CH:6][CH:5]=[CH:4][C:3]=1[C:8]1[CH:13]=[CH:12][N:11]=[CH:10][C:9]=1[N:14]([CH2:15][C:16]1[O:17][CH:18]=[CH:19][N:20]=1)[C:28](=[O:29])[C:27]1[CH:31]=[C:32]([C:34]([F:37])([F:35])[F:36])[CH:33]=[C:25]([S:22]([CH3:21])(=[O:24])=[O:23])[CH:26]=1. RXN SMILES: [Br:1][C:2]1[CH:3]=[C:4]([C:14]([OH:16])=O)[C:5]2[CH:6]=[N:7][N:8]([CH:11]([CH3:13])[CH3:12])[C:9]=2[CH:10]=1.[NH2:17][CH2:18][C:19]1[C:20](=[O:33])[NH:21][C:22]([CH3:32])=[CH:23][C:24]=1[CH2:25][C:26]1[CH:31]=[CH:30][CH:29]=[CH:28][CH:27]=1>>[Br:1][C:2]1[CH:3]=[C:4]([C:14]([NH:17][CH2:18][C:19]2[C:20](=[O:33])[NH:21][C:22]([CH3:32])=[CH:23][C:24]=2[CH2:25][C:26]2[CH:31]=[CH:30][CH:29]=[CH:28][CH:27]=2)=[O:16])[C:5]2[CH:6]=[N:7][N:8]([CH:11]([CH3:12])[CH3:13])[C:9]=2[CH:10]=1. Conditions: time 12 hour. The reactants are BrC=1C=C(C=2C=NN(C2C1)C(C)C)C(=O)O (6-bromo-1-(1-methylethyl)-1H-indazole-4-carboxylic acid), NCC=1C(NC(=CC1CC1=CC=CC=C1)C)=O (3-(aminomethyl)-6-methyl-4-(phenylmethyl)-2(1H)-pyridinone). Procedure: The title compound was prepared in the same manner as described for the example 4 from 6-bromo-1-(1-methylethyl)-1H-indazole-4-carboxylic acid (100 mg, 0.353 mmol) and 3-(aminomethyl)-6-methyl-4-(phenylmethyl)-2(1H)-pyridinone (129 mg, 0.565 mmol), wherein the reaction stir time was 12 h. The product was collected as a white solid (130 mg, 71%). 1H NMR (400 MHz, DMSO-d6) δ ppm 11.61 (s, 1H), 8.69 (s, 1H), 8.35 (s, 1H), 8.20 (s, 1H), 7.66 (s, 1H), 7.17-7.26 (m, 6H), 5.81 (s, 1H), 5.04 (m, 2H), 4.... Yields the product BrC=1C=C(C=2C=NN(C2C1)C(C)C)C(=O)NCC=1C(NC(=CC1CC1=CC=CC=C1)C)=O (6-bromo-1-(1-methylethyl)-N-{[6-methyl-2-oxo-4-(phenylmethyl)-1,2-dihydro-3-pyridinyl]methyl}-1H-indazole-4-carboxamide). The reactants are [Li].C[Si](C)(C)[N-][Si](C)(C)C (lithium bis-(trimethylsilyl)amide), C(C)(C)(C)OC(=O)N1C(OC[C@@H]1C(CC1=CC=CC=C1)(C)O)(C)C ((R)-4-(1-hydroxy-1-methyl-2-phenyl-ethyl)-2,2-dimethyl-oxazolidine-3-carboxylic acid tert-butyl ester), C1=CC=C(C=C1)OC(=S)Cl (phenyl chlorothionoformate). Solvent: C1CCOC1 (THF), C1CCOC1 (THF). Run at time 2 hour. Product: C(C)(C)(C)OC(=O)N1C(OC[C@@H]1C(CC1=CC=CC=C1)(OC(=S)OC1=CC=CC=C1)C)(C)C ((R)-2,2-dimethyl-4-(1-methyl-1-phenoxythiocarbonyloxy-2-phenyl-ethyl)-oxazoli-dine-3-carboxylic acid tert-butyl ester). As a reaction SMILES: [C:1]([O:5][C:6]([N:8]1[C@@H:12]([C:13]([OH:22])([CH3:21])[CH2:14][C:15]2[CH:20]=[CH:19][CH:18]=[CH:17][CH:16]=2)[CH2:11][O:10][C:9]1([CH3:24])[CH3:23])=[O:7])([CH3:4])([CH3:3])[CH3:2].[Li].C[Si]([N-][Si](C)(C)C)(C)C.[CH:35]1[CH:40]=[CH:39][C:38]([O:41][C:42](Cl)=[S:43])=[CH:37][CH:36]=1>C1COCC1>[C:1]([O:5][C:6]([N:8]1[C@@H:12]([C:13]([CH3:21])([O:22][C:42]([O:41][C:38]2[CH:39]=[CH:40][CH:35]=[CH:36][CH:37]=2)=[S:43])[CH2:14][C:15]2[CH:16]=[CH:17][CH:18]=[CH:19][CH:20]=2)[CH2:11][O:10][C:9]1([CH3:24])[CH3:23])=[O:7])([CH3:4])([CH3:2])[CH3:3] |f:1.2,^1:24|. Reported procedure: A stirred solution of (R)-4-(1-hydroxy-1-methyl-2-phenyl-ethyl)-2,2-dimethyl-oxazolidine-3-carboxylic acid tert-butyl ester (0.50 g) in THF (25 ml) was cooled under an argon atmosphere to −78° C. and treated dropwise with 1 M lithium-bis-(trimethylsilyl)amide in THF (1.79 ml). The solution was allowed to warm to r.t. Then, phenyl chlorothionoformate (0.3 ml) was added. After stirring at r.t. for 2 hrs, the reaction mixture was quenched with saturated aqueous NH4Cl solution and extracted with EtO... Starting materials: ClC=1C=C(C=CC1CC)[N+](=O)[O-] (3-Chloro-4-ethylnitrobenzene), Cl[Sn]Cl (SnCl2). The solvent is alcohol. Product: ClC=1C=C(N)C=CC1CC (3-Chloro-4-ethylaniline). Isolated yield 97.9%. RXN SMILES: [Cl:1][C:2]1[CH:3]=[C:4]([N+:10]([O-])=O)[CH:5]=[CH:6][C:7]=1[CH2:8][CH3:9].Cl[Sn]Cl>>[Cl:1][C:2]1[CH:3]=[C:4]([CH:5]=[CH:6][C:7]=1[CH2:8][CH3:9])[NH2:10]. Procedure details: A solution of 8.9 g (48 mmol) of 31 and 54.6 g (241 mmol) of SnCl2, 2H2O in 100 mL of absolute alcohol was refluxed for 1 h. It was evaporated to remove most of the solvent and the residue was treated with 2N NaOH to pH =9. The mixture was filtered and the solid was washed with methanol (10 mL) and ethyl acetate (200 mL). The filtrate was separated and the aqueous phase was extracted with ethyl acetate (2×50 mL). The combined organic solution was dried (MgSO4) and evaporated to leave 7.31 g (98%... Starting materials: P(=O)(Cl)(Cl)Cl (Phosphorus oxychloride), ClC1=CNC(C2=CC(=CC=C12)S(=O)(=O)Cl)=O (4-chloro-7-chlorosulphonyl-1-(2H)-isoquinolone), CCOCC (Et2O). The solvent is CC#N (MeCN). Product: ClS(=O)(=O)C1=CC=C2C(=CN=C(C2=C1)Cl)Cl (7-chlorosulphonyl-1,4-dichloroisoquinoline). The yield is 84.2%. RXN SMILES: P(Cl)(Cl)([Cl:3])=O.[Cl:6][C:7]1[C:16]2[C:11](=[CH:12][C:13]([S:17]([Cl:20])(=[O:19])=[O:18])=[CH:14][CH:15]=2)[C:10](=O)[NH:9][CH:8]=1.CCOCC>CC#N>[Cl:20][S:17]([C:13]1[CH:12]=[C:11]2[C:16]([C:7]([Cl:6])=[CH:8][N:9]=[C:10]2[Cl:3])=[CH:15][CH:14]=1)(=[O:19])=[O:18]. Procedure details: Phosphorus oxychloride (POCl3) (9.65 mL, 103.5 mmol) was added to a stirred suspension of 4-chloro-7-chlorosulphonyl-1-(2H)-isoquinolone (22.1 g, 79.6 mmol) in MeCN (500 mL) at room temperature and the mixture was then heated at reflux for 15 h. On cooling, the MeCN solution was decanted from the insoluble sludge and evaporated in vacuo. The residue was extracted with hot EtOAc and evaporated to leave a solid which was stirred with Et2O (1.2 L) at room temperature overnight. The ethereal solutio... RXN SMILES: O[C:2]1[C:11]2[C:6](=[C:7]([OH:12])[CH:8]=[CH:9][CH:10]=2)[CH:5]=[CH:4][CH:3]=1.[C:13](=[O:16])([O-])[O-].[K+].[K+].[CH2:19](Br)[CH2:20][CH2:21][CH2:22][CH2:23][CH3:24].CN(C=O)C>O>[CH2:19]([O:12][C:7]1[C:6]2[C:11](=[C:2]([O:16][CH2:13][CH2:4][CH2:3][CH2:2][CH2:11][CH3:10])[CH:3]=[CH:4][CH:5]=2)[CH:10]=[CH:9][CH:8]=1)[CH2:20][CH2:21][CH2:22][CH2:23][CH3:24] |f:1.2.3|. Isolated yield 163.2%. The product is C(CCCCC)OC1=CC=CC2=C(C=CC=C12)OCCCCCC (1,5-bis(hexyloxy)naphthalene). Reported procedure: To a 500 mL round-bottomed flask were added 1,5-dihydroxynaphthalene (15.0 g, 0.094 mol), potassium carbonate (27.2 g, 0.2 mol), n-hexylbromide (32.5 g, 0.2 mol), and 200 mL of DMF. The reaction was heated to 90° C. overnight, cooled to room temperature, and poured into 700 mL of water. The dark brown precipitate was filtered and washed with methanol. The crude product was refluxed in methanol and then filtered to give light green solid 25.2 g (80% yield). 1H NMR (CDCl3) δ (ppm): 0.92 (t, J=6.5 ... Conditions: temperature 90 celsius. Run in O (water). Reactants: OC1=CC=CC2=C(C=CC=C12)O (1,5-dihydroxynaphthalene), C([O-])([O-])=O.[K+].[K+] (potassium carbonate), C(CCCCC)Br (n-hexylbromide), CN(C)C=O (DMF). Reaction SMILES: [C:1]([O:2][C:3](=[O:4])[NH:7][CH2:8][C:9](=[O:10])[N:11]1[CH2:12][CH2:13][N:14]([c:17]2[cH:18][c:19]([CH2:23][S:24](=[O:25])(=[O:26])[CH:27]=[C:28]3[CH2:29][N:30]([CH:32]([c:33]4[cH:34][cH:35][c:36]([Cl:39])[cH:37][cH:38]4)[c:40]4[cH:41][cH:42][c:43]([Cl:46])[cH:44][cH:45]4)[CH2:31]3)[cH:20][cH:21][cH:22]2)[CH2:15][CH2:16]1)([CH3:5])([CH3:6])[CH3:47].[CH:48]([OH:49])=[O:50]>>[NH2:7][CH2:8][C:9](=[O:10])[N:11]1[CH2:12][CH2:13][N:14]([c:17]2[cH:18][c:19]([CH2:23][S:24](=[O:25])(=[O:26])[CH:27]=[C:28]3[CH2:29][N:30]([CH:32]([c:33]4[cH:34][cH:35][c:36]([Cl:39])[cH:37][cH:38]4)[c:40]4[cH:41][cH:42][c:43]([Cl:46])[cH:44][cH:45]4)[CH2:31]3)[cH:20][cH:21][cH:22]2)[CH2:15][CH2:16]1. Product: NCC(=O)N1CCN(c2cccc(CS(=O)(=O)C=C3CN(C(c4ccc(Cl)cc4)c4ccc(Cl)cc4)C3)c2)CC1. Starting materials: CC(C)(C)OC(=O)NCC(=O)N1CCN(c2cccc(CS(=O)(=O)C=C3CN(C(c4ccc(Cl)cc4)c4ccc(Cl)cc4)C3)c2)CC1, O=CO. The reactants are CC=1C=C(CBr)C=CC1 (3-methylbenzylbromide), [H-].[Na+] (sodium hydride), CC=1C=C(C(=O)C2=CNC3=CC=CC=C3C2=O)C=CC1C (3-(3,4-Dimethyl-benzoyl)-1H-quinolin-4-one). Run in CN(C=O)C (dimethylformamide). The product is CC=1C=C(C(=O)C2CN(C3=CC=CC=C3C2=O)CC2=CC(=CC=C2)C)C=CC1C (3-(3,4-Dimethyl-benzoyl)-1-(3-methyl-benzyl)-2,3-dihydro-1H-quinolin-4-one), colorless solid. RXN SMILES: [H-].[Na+].[CH3:3][C:4]1[CH:5]=[C:6]([CH:20]=[CH:21][C:22]=1[CH3:23])[C:7]([C:9]1[C:18](=[O:19])[C:17]2[C:12](=[CH:13][CH:14]=[CH:15][CH:16]=2)[NH:11][CH:10]=1)=[O:8].[CH3:24][C:25]1[CH:26]=[C:27]([CH:30]=[CH:31][CH:32]=1)[CH2:28]Br>CN(C)C=O>[CH3:3][C:4]1[CH:5]=[C:6]([CH:20]=[CH:21][C:22]=1[CH3:23])[C:7]([CH:9]1[C:18](=[O:19])[C:17]2[C:12](=[CH:13][CH:14]=[CH:15][CH:16]=2)[N:11]([CH2:24][C:25]2[CH:32]=[CH:31][CH:30]=[C:27]([CH3:28])[CH:26]=2)[CH2:10]1)=[O:8] |f:0.1|. Procedure: Compound 4m was prepared following the procedure outlined in Step 3 of Example 1 using 16 mg (0.4 mmol) of sodium hydride (60%), 86 mg (0.31 mmol) of 3-(3,4-dimethyl-benzoyl)-2,3-dihydro-1H-quinolin-4-one 3a, 3 mL of anhydrous dimethylformamide, and 74.0 mg (0.40 mmol) of 3-methylbenzylbromide. The crude product 4m was purified by flash chromatograph to yield 55 mg of colorless solid: LC-MSD, m/z for C26H23NO2, [M+H]+: 382.5, [M+H]+: 383.5; Reverse phase HPLC (gradient acetonitrile 0.1% TFA 20-9...